From a dataset of the Open Reaction Database (ORD), a public repository of structured organic reaction records. describe an organic reaction: reactants, conditions, products, and yield Starting materials: C1(=CC=CC=C1)O (phenol), Cl (HCl), ClC1=C(C=C(C=C1)C(F)(F)F)Cl (1,2-dichloro-4-trifluoromethylbenzene), [OH-].[Na+] (sodium hydroxide), ClC1=C(C=C(C=C1)C(F)(F)F)Cl (1,2-dichloro-4-trifluoromethylbenzene). Reagents/catalysts: [Cu] (copper). The solvent is C1(=CC=CC=C1)C (toluene), CS(=O)C (dimethyl sulfoxide), O (water). Conditions: temperature 155 celsius, time 8 hour. The product is ClC1=C(OC2=CC=CC=C2)C=CC(=C1)C(F)(F)F (4-(2-chloro-4-trifluoromethylphenoxy)benzene). Isolated yield 98.5%. Reaction SMILES: [C:1]1([OH:7])[CH:6]=[CH:5][CH:4]=[CH:3][CH:2]=1.[OH-].[Na+].Cl[C:11]1[CH:16]=[CH:15][C:14]([C:17]([F:20])([F:19])[F:18])=[CH:13][C:12]=1[Cl:21].Cl>[Cu].O.C1(C)C=CC=CC=1.CS(C)=O>[Cl:21][C:12]1[CH:13]=[C:14]([C:17]([F:20])([F:19])[F:18])[CH:15]=[CH:16][C:11]=1[O:7][C:1]1[CH:6]=[CH:5][CH:4]=[CH:3][CH:2]=1 |f:1.2|. Reported procedure: In this example 2143 g (22.77 mol) of phenol and 906 g (22.66 mol) of sodium hydroxide were mixed together in a stirred mixture of 5.5 liters of dimethyl sulfoxide and 5.5 liters of toluene at room temperature. The mixture was then heated at reflux for 54 hours. The water formed by the reaction was removed from the reflux trap along with a substantial portion of the toluene and a small amount of the dimethyl sulfoxide (total volume collected 4910 ml of which 690 ml were water). The temperature o... Reported procedure: The title compound was prepared following the same general protocol as described for the synthesis of the (S)-1-(2-chloro-5-((1-methoxy-1-oxopropan-2-yl)oxy)benzyl)-2,3-dimethyl-1H-indole-5-carboxylic acid (Step 4, Example 26), using the (S)-allyl 1-(4-chloro-3-((1-methoxy-1-oxopropan-2-yl)oxy)benzyl)-2,3-dimethyl-1H-indole-5-carboxylate instead of the (S)-allyl 1-(2-chloro-5-((1-methoxy-1-oxopropan-2-yl)oxy)benzyl)-2,3-dimethyl-1H-indole-5-carboxylate. Starting materials: ClC1=C(CN2C(=C(C3=CC(=CC=C23)C(=O)O)C)C)C=C(C=C1)O[C@H](C(=O)OC)C ((S)-1-(2-chloro-5-((1-methoxy-1-oxopropan-2-yl)oxy)benzyl)-2,3-dimethyl-1H-indole-5-carboxylic acid), ClC1=C(C=C(CN2C(=C(C3=CC(=CC=C23)C(=O)OCC=C)C)C)C=C1)O[C@H](C(=O)OC)C ((S)-allyl 1-(4-chloro-3-((1-methoxy-1-oxopropan-2-yl)oxy)benzyl)-2,3-dimethyl-1H-indole-5-carboxylate). RXN SMILES: ClC1C=CC(O[C@@H](C)C(OC)=O)=CC=1CN1C2C(=CC(C(O)=O)=CC=2)C(C)=C1C.[Cl:30][C:31]1[CH:54]=[CH:53][C:34]([CH2:35][N:36]2[C:44]3[C:39](=[CH:40][C:41]([C:45]([O:47]CC=C)=[O:46])=[CH:42][CH:43]=3)[C:38]([CH3:51])=[C:37]2[CH3:52])=[CH:33][C:32]=1[O:55][C@@H:56]([CH3:61])[C:57]([O:59][CH3:60])=[O:58]>>[Cl:30][C:31]1[CH:54]=[CH:53][C:34]([CH2:35][N:36]2[C:44]3[C:39](=[CH:40][C:41]([C:45]([OH:47])=[O:46])=[CH:42][CH:43]=3)[C:38]([CH3:51])=[C:37]2[CH3:52])=[CH:33][C:32]=1[O:55][C@@H:56]([CH3:61])[C:57]([O:59][CH3:60])=[O:58]. Product: ClC1=C(C=C(CN2C(=C(C3=CC(=CC=C23)C(=O)O)C)C)C=C1)O[C@H](C(=O)OC)C ((S)-1-(4-Chloro-3-((1-methoxy-1-oxopropan-2-yl)oxy)benzyl)-2,3-dimethyl-1H-indole-5-carboxylic acid). Starting materials: O=C(O)C1CCCC1, [Cl-], Clc1ccccc1Cl, c1ccsc1. Product: O=C(c1cccs1)C1CCCC1. Reaction SMILES: [CH:7]1([C:12](=[O:13])[OH:14])[CH2:8][CH2:9][CH2:10][CH2:11]1.[Cl-:6].[Cl:15][c:16]1[cH:17][cH:18][cH:19][cH:20][c:21]1[Cl:22].[cH:1]1[cH:2][cH:3][s:4][cH:5]1>>[cH:1]1[cH:2][c:3]([C:12]([CH:7]2[CH2:8][CH2:9][CH2:10][CH2:11]2)=[O:13])[s:4][cH:5]1.